Dataset: the Open Reaction Database (ORD), a public repository of structured organic reaction records. Task: describe an organic reaction: reactants, conditions, products, and yield Reactants: ClC1=CC=C(C=C1)B(O)O (p-Chlorophenylboronic acid), CO (methanol), C([O-])(O)=O.[Na+] (sodium bicarbonate), BrC1=C(C=C(C=C1)[N+](=O)[O-])C(C)=O (1-(2-Bromo-5-nitro-phenyl)-ethanone). Reagents/catalysts: [Pd].C1(=CC=CC=C1)P(C1=CC=CC=C1)C1=CC=CC=C1.C1(=CC=CC=C1)P(C1=CC=CC=C1)C1=CC=CC=C1.C1(=CC=CC=C1)P(C1=CC=CC=C1)C1=CC=CC=C1.C1(=CC=CC=C1)P(C1=CC=CC=C1)C1=CC=CC=C1 (tetrakis(triphenylphosphine)-palladium(0)). Run in C1(=CC=CC=C1)C (toluene). Conditions: temperature 80 celsius. Yields the product hexanes ethyl acetate, ClC1=CC=C(C2=CC=C(C=C2C(C)=O)[N+](=O)[O-])C=C1 (1-(4′-chloro-4-nitro-biphen-2-yl)-ethanone). As a reaction SMILES: Br[C:2]1[CH:7]=[CH:6][C:5]([N+:8]([O-:10])=[O:9])=[CH:4][C:3]=1[C:11](=[O:13])[CH3:12].[Cl:14][C:15]1[CH:20]=[CH:19][C:18](B(O)O)=[CH:17][CH:16]=1.CO.C(=O)(O)[O-].[Na+]>C1(C)C=CC=CC=1.[Pd].C1(P(C2C=CC=CC=2)C2C=CC=CC=2)C=CC=CC=1.C1(P(C2C=CC=CC=2)C2C=CC=CC=2)C=CC=CC=1.C1(P(C2C=CC=CC=2)C2C=CC=CC=2)C=CC=CC=1.C1(P(C2C=CC=CC=2)C2C=CC=CC=2)C=CC=CC=1>[Cl:14][C:15]1[CH:20]=[CH:19][C:18]([C:2]2[C:3]([C:11](=[O:13])[CH3:12])=[CH:4][C:5]([N+:8]([O-:10])=[O:9])=[CH:6][CH:7]=2)=[CH:17][CH:16]=1 |f:3.4,6.7.8.9.10|. Procedure: 1-(2-Bromo-5-nitro-phenyl)-ethanone (1 g, 4 mmol; prepared similarly to the procedure described in Meisenheimer, J., Zimmermann P., and v. Kummer, U. Ann. der. Chem. 446, pp. 205-228), p-Chlorophenylboronic acid (768 mg, 1.2 eq.), and tetrakis(triphenylphosphine)-palladium(0) (473 mg, 0.1 eq.), were dissolved in 25 mL toluene, 6 mL methanol and 2.5 mL sat. sodium bicarbonate solution. After degassing/sonicating the solution, the sealed reaction vessel was heated to 80° C. overnight. The cooled s... Starting materials: C1CCOC1, CC(O)c1c(Cl)ccc(F)c1Cl, O=[N+]([O-])c1ncc2ccoc2c1O, CC(C)OC(=O)N=NC(=O)OC(C)C, c1ccc(P(c2ccccc2)c2ccccc2)cc1. The product is CC(Oc1c([N+](=O)[O-])ncc2ccoc12)c1c(Cl)ccc(F)c1Cl. RXN SMILES: [CH2:59]1[O:60][CH2:61][CH2:62][CH2:63]1.[Cl:14][c:15]1[c:16]([CH:23]([CH3:24])[OH:25])[c:17]([Cl:22])[cH:18][cH:19][c:20]1[F:21].[N+:1](=[O:2])([O-:3])[c:4]1[c:5]([OH:13])[c:6]2[c:7]([cH:8][n:9]1)[cH:10][cH:11][o:12]2.[O:45]=[C:46]([O:47][CH:48]([CH3:49])[CH3:50])[N:51]=[N:52][C:53]([O:54][CH:55]([CH3:56])[CH3:57])=[O:58].[c:26]1([P:27]([c:28]2[cH:29][cH:30][cH:31][cH:32][cH:33]2)[c:34]2[cH:35][cH:36][cH:37][cH:38][cH:39]2)[cH:40][cH:41][cH:42][cH:43][cH:44]1>>[N+:1](=[O:2])([O-:3])[c:4]1[c:5]([O:13][CH:23]([c:16]2[c:15]([Cl:14])[c:20]([F:21])[cH:19][cH:18][c:17]2[Cl:22])[CH3:24])[c:6]2[c:7]([cH:8][n:9]1)[cH:10][cH:11][o:12]2. The reactants are C(C)(=O)OC[C@@H]1C([C@H]1C1=CC=CC=C1)(F)F (trans-1-acetoxymethyl-2,2-difluoro-3-phenylcyclopropane), C(=O)([O-])[O-].[K+].[K+] (K2CO3). RXN SMILES: C([O:4][CH2:5][C@H:6]1[C@H:8]([C:9]2[CH:14]=[CH:13][CH:12]=[CH:11][CH:10]=2)[C:7]1([F:16])[F:15])(=O)C.C([O-])([O-])=O.[K+].[K+]>CO>[F:15][C:7]1([F:16])[C@@H:8]([C:9]2[CH:14]=[CH:13][CH:12]=[CH:11][CH:10]=2)[C@@H:6]1[CH2:5][OH:4] |f:1.2.3|. The product is FC1([C@H]([C@@H]1C1=CC=CC=C1)CO)F (trans-2,2-difluoro-1-hydroxymethyl-3-phenylcyclopropane). The yield is 96.3%. Procedure details: To a solution of trans-1-acetoxymethyl-2,2-difluoro-3-phenylcyclopropane (9.7 mmol, prepare according to Kobayashi et al. J. Org. Chem, 1982, 47, 3232) in methanol (50 mL) was added K2CO3 (1.34 g, 9.7 mmol) and the reaction was stirred for 20 mins. The solution was then decanted from the solids and concentrated. The residue was purified by column chromatography (silica gel, ether:hexanes, 35:65) to afford 1.72 g (96%) of trans-2,2-difluoro-1-hydroxymethyl-3-phenylcyclopropane. The solvent is CO (methanol). Run at time 20 minute. Starting materials: CNC/1=NC(S\C1=C/C1CCN(CC1)C(=O)OC(C)(C)C)=O (tert-butyl 4-{(Z)-[4-(methylamino)-2-oxo-1,3-thiazol-5(2H)-ylidene]methyl}piperidine-1-carboxylate), Cl.C(C)(=O)OCC (hydrogen chloride ethyl acetate). The solvent is O1CCCC1.CO (tetrahydrofuran methanol). Reaction conditions: temperature 80 celsius, time 2 hour. Product: Cl.Cl.CNC/1=NC(S\C1=C/C1CCNCC1)=O ((5Z)-4-(methylamino)-5-(piperidin-4-ylmethylidene)-1,3-thiazol-2(5H)-one dihydrochloride). Reaction SMILES: [CH3:1][NH:2][C:3]1=[N:4][C:5](=[O:22])[S:6]/[C:7]/1=[CH:8]\[CH:9]1[CH2:14][CH2:13][N:12](C(OC(C)(C)C)=O)[CH2:11][CH2:10]1.[ClH:23].C(OCC)(=O)C>O1CCCC1.CO>[ClH:23].[ClH:23].[CH3:1][NH:2][C:3]1=[N:4][C:5](=[O:22])[S:6]/[C:7]/1=[CH:8]\[CH:9]1[CH2:14][CH2:13][NH:12][CH2:11][CH2:10]1 |f:1.2,3.4,5.6.7|. Procedure details: To a solution of tert-butyl 4-{(Z)-[4-(methylamino)-2-oxo-1,3-thiazol-5(2H)-ylidene]methyl}piperidine-1-carboxylate (1.27 g) in tetrahydrofuran/methanol (6 mL/6 mL) was added 4M hydrogen chloride/ethyl acetate solution (5.85 mL), and the reaction mixture was stirred at 80° C. for 2 hr. The solvent was evaporated under reduced pressure, and the residue was washed with ethyl acetate to give the title compound (1.02 g). The reactants are C(C)(C)(C)OC(NCC1=CC(=CC=C1)OC1=C(C=CC(=C1)Cl)N)=O (tert-butyl[3-(2-amino-5-chlorophenoxy)benzyl]carbamate), BrCCCCCC(=O)OCC (ethyl 6-bromohexanoate), C([O-])([O-])=O.[K+].[K+] (potassium carbonate), CN(C=O)C (N,N-dimethylformamide). Run in O (water). Reaction conditions: temperature 60 celsius, time 24 hour. The product is C(C)(C)(C)OC(=O)NCC=1C=C(OC2=C(C=CC(=C2)Cl)NCCCCCC(=O)OCC)C=CC1 (ethyl 6-[2-[3-(tert-butoxycarbonylaminomethyl)phenoxy]-4-chlorophenyl]aminohexanoate). The yield is 46.6%. Reaction SMILES: [C:1]([O:5][C:6](=[O:24])[NH:7][CH2:8][C:9]1[CH:14]=[CH:13][CH:12]=[C:11]([O:15][C:16]2[CH:21]=[C:20]([Cl:22])[CH:19]=[CH:18][C:17]=2[NH2:23])[CH:10]=1)([CH3:4])([CH3:3])[CH3:2].Br[CH2:26][CH2:27][CH2:28][CH2:29][CH2:30][C:31]([O:33][CH2:34][CH3:35])=[O:32].C(=O)([O-])[O-].[K+].[K+].CN(C)C=O>O>[C:1]([O:5][C:6]([NH:7][CH2:8][C:9]1[CH:10]=[C:11]([CH:12]=[CH:13][CH:14]=1)[O:15][C:16]1[CH:21]=[C:20]([Cl:22])[CH:19]=[CH:18][C:17]=1[NH:23][CH2:26][CH2:27][CH2:28][CH2:29][CH2:30][C:31]([O:33][CH2:34][CH3:35])=[O:32])=[O:24])([CH3:4])([CH3:2])[CH3:3] |f:2.3.4|. Reported procedure: A mixture of tert-butyl[3-(2-amino-5-chlorophenoxy)benzyl]carbamate (3.5 g, 10 mmols), ethyl 6-bromohexanoate (3.6 ml, 21 mmols), potassium carbonate (4.2 g, 10 mmols) and N,N-dimethylformamide (30 ml) was stirred at 60° C. for 24 hours. The reaction mixture was cooled, poured into water, and extracted with ethyl acetate. The extract was washed with water, and then dried with anhydrous magnesium sulfate. This was concentrated under reduced pressure, and the residue was purified through silica ge... Starting materials: E1, ClC=1C=C2N(C(N1)=O)CCN2C(=O)OC(C)(C)C (tert-butyl 7-chloro-5-oxo-2,3-dihydroimidazo[1,2-c]pyrimidine-1(5H)-carboxylate), [H-].[Na+] (NaH), C(#N)C1=C(OC2=CC(=C(C#N)C=C2)C(F)(F)F)C=CC(=C1)CO (4-(2-cyano-4-(hydroxymethyl)phenoxy)-2-(trifluoromethyl)benzonitrile). Yields the product C(#N)C=1C=C(COC=2C=C3N(C(N2)=O)CCN3C(=O)OC(C)(C)C)C=CC1OC1=CC(=C(C=C1)C#N)C(F)(F)F (tert-butyl 7-((3-cyano-4-(4-cyano-3-(trifluoromethyl)phenoxy)benzyl)oxy)-5-oxo-2,3-dihydroimidazo[1,2-c]pyrimidine-1(5H)-carboxylate). As a reaction SMILES: [H-].[Na+].[C:3]([C:5]1[CH:23]=[C:22]([CH2:24][OH:25])[CH:21]=[CH:20][C:6]=1[O:7][C:8]1[CH:15]=[CH:14][C:11]([C:12]#[N:13])=[C:10]([C:16]([F:19])([F:18])[F:17])[CH:9]=1)#[N:4].Cl[C:27]1[CH:28]=[C:29]2[N:36]([C:37]([O:39][C:40]([CH3:43])([CH3:42])[CH3:41])=[O:38])[CH2:35][CH2:34][N:30]2[C:31](=[O:33])[N:32]=1>>[C:3]([C:5]1[CH:23]=[C:22]([CH:21]=[CH:20][C:6]=1[O:7][C:8]1[CH:15]=[CH:14][C:11]([C:12]#[N:13])=[C:10]([C:16]([F:18])([F:17])[F:19])[CH:9]=1)[CH2:24][O:25][C:27]1[CH:28]=[C:29]2[N:36]([C:37]([O:39][C:40]([CH3:43])([CH3:42])[CH3:41])=[O:38])[CH2:35][CH2:34][N:30]2[C:31](=[O:33])[N:32]=1)#[N:4] |f:0.1|. Reported procedure: The title compound was prepared by a procedure similar to that described for E1 starting from NaH, 4-(2-cyano-4-(hydroxymethyl)phenoxy)-2-(trifluoromethyl)benzonitrile and tert-butyl 7-chloro-5-oxo-2,3-dihydroimidazo[1,2-c]pyrimidine-1(5H)-carboxylate.